This data is from the Open Reaction Database (ORD), a public repository of structured organic reaction records. The task is: describe an organic reaction: reactants, conditions, products, and yield The solvent is C=1(C(=CC=CC1)C)C (xylene). The reactants are C(C)OC(=O)C(CCCCC1=CC=CC=2N1C=NC2)S(=O)C2=CC=CC=C2 (5-[5-ethoxycarbonyl-5-(phenylsulfinyl)pentyl]-imidazo[1,5-a]pyridine). Yields the product C(C)OC(=O)C=CCCCC1=CC=CC=2N1C=NC2 (5-(5-ethoxycarbonylpent-4-enyl)-imidazo[1,5-a]pyridine). Procedure details: A solution of 3 g of 5-[5-ethoxycarbonyl-5-(phenylsulfinyl)pentyl]-imidazo[1,5-a]pyridine in 50 ml xylene is heated at reflux temperature for 30 minutes under an atmosphere of nitrogen. The xylene is then removed by distillation under reduced pressure, the residue is dissolved in 15 ml of diethyl ether and purified by column chromatography on silica gel. The product is eluted using a 2:1 mixture of diethyl ether and ethyl acetate as eluent. Evaporation of the solvent yields 5-(5-ethoxycarbonylpe... Reaction SMILES: [CH2:1]([O:3][C:4]([CH:6](S(C1C=CC=CC=1)=O)[CH2:7][CH2:8][CH2:9][CH2:10][C:11]1[N:16]2[CH:17]=[N:18][CH:19]=[C:15]2[CH:14]=[CH:13][CH:12]=1)=[O:5])[CH3:2]>C1(C)C(C)=CC=CC=1>[CH2:1]([O:3][C:4]([CH:6]=[CH:7][CH2:8][CH2:9][CH2:10][C:11]1[N:16]2[CH:17]=[N:18][CH:19]=[C:15]2[CH:14]=[CH:13][CH:12]=1)=[O:5])[CH3:2].